This data is from the Open Reaction Database (ORD), a public repository of structured organic reaction records. The task is: describe an organic reaction: reactants, conditions, products, and yield The reactants are CCCC[Sn](CCCC)(CCCC)c1nc(N2CCOCC2)c2sc(CN3CCN(C(C)(C)C(N)=O)CC3)cc2n1, [Cu+], Cn1nc2ccccc2c1I, C1COCCO1, c1ccc(P(c2ccccc2)(c2ccccc2)[Pd](P(c2ccccc2)(c2ccccc2)c2ccccc2)(P(c2ccccc2)(c2ccccc2)c2ccccc2)P(c2ccccc2)(c2ccccc2)c2ccccc2)cc1, O=C([O-])c1cccs1. Yields the product Cn1nc2ccccc2c1-c1nc(N2CCOCC2)c2sc(CN3CCN(C(C)(C)C(N)=O)CC3)cc2n1. Reaction SMILES: [CH3:1][C:2]([C:3](=[O:4])[NH2:5])([CH3:6])[N:7]1[CH2:8][CH2:9][N:10]([CH2:13][c:14]2[cH:15][c:16]3[n:17][c:18]([Sn:29]([CH2:30][CH2:31][CH2:32][CH3:33])([CH2:34][CH2:35][CH2:36][CH3:37])[CH2:38][CH2:39][CH2:40][CH3:41])[n:19][c:20]([N:23]4[CH2:24][CH2:25][O:26][CH2:27][CH2:28]4)[c:21]3[s:22]2)[CH2:11][CH2:12]1.[Cu+:67].[I:42][c:43]1[n:44]([CH3:52])[n:45][c:46]2[cH:47][cH:48][cH:49][cH:50][c:51]12.[O:53]1[CH2:54][CH2:55][O:56][CH2:57][CH2:58]1.[cH:68]1[cH:69][cH:70][c:71]([P:72]([Pd:73]([P:74]([c:75]2[cH:76][cH:77][cH:78][cH:79][cH:80]2)([c:81]2[cH:82][cH:83][cH:84][cH:85][cH:86]2)[c:87]2[cH:88][cH:89][cH:90][cH:91][cH:92]2)([P:93]([c:94]2[cH:95][cH:96][cH:97][cH:98][cH:99]2)([c:100]2[cH:101][cH:102][cH:103][cH:104][cH:105]2)[c:106]2[cH:107][cH:108][cH:109][cH:110][cH:111]2)[P:112]([c:113]2[cH:114][cH:115][cH:116][cH:117][cH:118]2)([c:119]2[cH:120][cH:121][cH:122][cH:123][cH:124]2)[c:125]2[cH:126][cH:127][cH:128][cH:129][cH:130]2)([c:131]2[cH:132][cH:133][cH:134][cH:135][cH:136]2)[c:137]2[cH:138][cH:139][cH:140][cH:141][cH:142]2)[cH:143][cH:144]1.[s:59]1[cH:60][cH:61][cH:62][c:63]1[C:64]([O-:65])=[O:66]>>[CH3:1][C:2]([C:3](=[O:4])[NH2:5])([CH3:6])[N:7]1[CH2:8][CH2:9][N:10]([CH2:13][c:14]2[cH:15][c:16]3[n:17][c:18](-[c:43]4[n:44]([CH3:52])[n:45][c:46]5[cH:47][cH:48][cH:49][cH:50][c:51]45)[n:19][c:20]([N:23]4[CH2:24][CH2:25][O:26][CH2:27][CH2:28]4)[c:21]3[s:22]2)[CH2:11][CH2:12]1.